The task is: describe an organic reaction: reactants, conditions, products, and yield. This data is from the Open Reaction Database (ORD), a public repository of structured organic reaction records. Starting materials: ClC=1C=C2C=CNC2=C(C1)C(=O)OCC (ethyl 5-chloro-1H-indole-7-carboxylate), C(#N)[BH3-].[Na+] (sodium cyanoborohydride). Solvent: C(C)(=O)O (acetic acid). Reaction conditions: time 19 hour. Product: Cl.ClC=1C=C2CCNC2=C(C1)C(=O)OCC (ethyl 5-chloroindoline-7-carboxylate hydrochloride). The yield is 91.0%. Reaction SMILES: [Cl:1][C:2]1[CH:3]=[C:4]2[C:8](=[C:9]([C:11]([O:13][CH2:14][CH3:15])=[O:12])[CH:10]=1)[NH:7][CH:6]=[CH:5]2.C([BH3-])#N.[Na+]>C(O)(=O)C>[ClH:1].[Cl:1][C:2]1[CH:3]=[C:4]2[C:8](=[C:9]([C:11]([O:13][CH2:14][CH3:15])=[O:12])[CH:10]=1)[NH:7][CH2:6][CH2:5]2 |f:1.2,4.5|. Reported procedure: To a mixture of ethyl 5-chloro-1H-indole-7-carboxylate (3.0 g) and acetic acid (30 mL) was added sodium cyanoborohydride (2.5 g), followed by stirring at room temperature for 19 hours. The reaction mixture was concentrated under reduced pressure, and the residue was adjusted to pH 8 by adding saturated aqueous sodium bicarbonate. After extraction with chloroform, the organic layer was dried over anhydrous sodium sulfate, filtered, and concentrated under reduced pressure. The residue was added wi... The reactants are C(C1=CC=CC=C1)[C@H]1NC(OC1)=O ((R)-4-benzyl-oxazolidin-2-one), [Li]CCCC (n-BuLi), C(CC)(=O)Cl (Propionyl chloride). Solvent: C1CCOC1 (THF). Reaction conditions: temperature -78 celsius, time 20 minute. Yields the product C(C1=CC=CC=C1)[C@H]1N(C(OC1)=O)C(CC)=O ((R)-4-Benzyl-3-propionyl-oxazolidin-2-one). Yield: 93.9%. RXN SMILES: [CH2:1]([C@@H:8]1[CH2:12][O:11][C:10](=[O:13])[NH:9]1)[C:2]1[CH:7]=[CH:6][CH:5]=[CH:4][CH:3]=1.[Li]CCCC.[C:19](Cl)(=[O:22])[CH2:20][CH3:21]>C1COCC1>[CH2:1]([C@@H:8]1[CH2:12][O:11][C:10](=[O:13])[N:9]1[C:19](=[O:22])[CH2:20][CH3:21])[C:2]1[CH:3]=[CH:4][CH:5]=[CH:6][CH:7]=1. Procedure details: To a solution of (R)-4-benzyl-oxazolidin-2-one (3.0 g, 16.9 mmol) in THF (100 mL) at −78° C. was added n-BuLi (2.5 M hexanes, 7.1 mL, 17.8 mmol) in rapid drops via syringe. The solution was stirred for 20 min at −78° C. Propionyl chloride (1.6 mL, 18.4 mmol) was added rapidly via syringe. The reaction solution was allowed to warm slowly to rt overnight then was quenched by the addition of satd. aq. NH4Cl. The mixture was concentrated, diluted with water, and extracted with DCM (3×). The combined... Reactants: C[C@@H]1N(CCC1)C(=O)C1=CC(=C2COCCN21)C(=O)O (6-((S)-2-methyl-pyrrolidine-1-carbonyl)-3,4-dihydro-1H-pyrrolo[2,1-c][1,4]oxazine-8-carboxylic acid), FC(C1=CC=C(C=C1)[C@@H](CC)N)(F)F ((R)-1-(4-trifluoromethyl-phenyl)-propylamine), 7c, ON1N=NC2=C1C=CC=C2 (1-hydroxybenzotriazole), Cl.C(C)N=C=NCCCN(C)C (1-ethyl-3-(3-dimethylaminopropyl)carbodiimide hydrochloride). The solvent is CN(C=O)C (dimethylformamide). Reaction conditions: temperature 50 celsius, time 90 minute. The product is FC(C1=CC=C(C=C1)[C@@H](CC)NC(=O)C=1C=C(N2C1COCC2)C(=O)N2[C@H](CCC2)C)(F)F (6-((S)-2-methyl-pyrrolidine-1-carbonyl)-3,4-dihydro-1H-pyrrolo[2,1-c][1,4]oxazine-8-carboxylic acid [(R)-1-(4-trifluoromethyl-phenyl)-propyl]-amide). The yield is 65.0%. RXN SMILES: [CH3:1][C@H:2]1[CH2:6][CH2:5][CH2:4][N:3]1[C:7]([C:9]1[N:17]2[C:12]([CH2:13][O:14][CH2:15][CH2:16]2)=[C:11]([C:18](O)=[O:19])[CH:10]=1)=[O:8].ON1C2C=CC=CC=2N=N1.Cl.C(N=C=NCCCN(C)C)C.[F:43][C:44]([F:56])([F:55])[C:45]1[CH:50]=[CH:49][C:48]([C@H:51]([NH2:54])[CH2:52][CH3:53])=[CH:47][CH:46]=1>CN(C)C=O>[F:43][C:44]([F:55])([F:56])[C:45]1[CH:46]=[CH:47][C:48]([C@H:51]([NH:54][C:18]([C:11]2[CH:10]=[C:9]([C:7]([N:3]3[CH2:4][CH2:5][CH2:6][C@@H:2]3[CH3:1])=[O:8])[N:17]3[CH2:16][CH2:15][O:14][CH2:13][C:12]=23)=[O:19])[CH2:52][CH3:53])=[CH:49][CH:50]=1 |f:2.3|. Procedure details: To a solution of 6-((S)-2-methyl-pyrrolidine-1-carbonyl)-3,4-dihydro-1H-pyrrolo[2,1-c][1,4]oxazine-8-carboxylic acid (Comp. No. 7c) (150 mg, 0.593 mmol) in dimethylformamide (4 ml) was added 1-hydroxybenzotriazole (80 mg, 0.593 mmol) and 1-ethyl-3-(3-dimethylaminopropyl)carbodiimide hydrochloride (114 mg, 0.593 mmol). The mixture was stirred for 90 min at 50° C., then (R)-1-(4-trifluoromethyl-phenyl)-propylamine (120 mg, 0.593 mmol) was added and the mixture was stirred at 25° C. overnight. The ... Reactants: C(C)(C)(C)OC(CC1OB(OC(C1)CCN1C(C(C(C1C(C)C)C(NC1=CC=CC=C1)=O)C1=CC=CC=C1)C1=CC=C(C=C1)F)C1=CC=CC=C1)=O ((6-{2-[2-(4-Fluoro-phenyl)-5-isopropyl-3-phenyl-4-phenylcarbamoyl-pyrrolidin-1-yl]-ethyl}-2-phenyl-[1,3,2]dioxaborinan-4-yl)-acetic acid tert-butyl ester), O (water), CO (methanol), [O-2].[Ca+2] (calcium oxide). The solvent is C1CCOC1 (THF). Conditions: temperature 55 celsius, time 10 hour. Yields the product N1(C=CC=C1)CCCCCCC(=O)O (1H-Pyrrole-1-heptanoic acid). Reaction SMILES: C([O:5][C:6](=[O:52])[CH2:7][CH:8]1[CH2:13][CH:12]([CH2:14][CH2:15][N:16]2[CH:20](C(C)C)[CH:19](C(=O)NC3C=CC=CC=3)[CH:18](C3C=CC=CC=3)[CH:17]2C2C=CC(F)=CC=2)OB(C2C=CC=CC=2)O1)(C)(C)C.O.CO.[O-2].[Ca+2]>C1COCC1>[N:16]1([CH2:15][CH2:14][CH2:12][CH2:13][CH2:8][CH2:7][C:6]([OH:52])=[O:5])[CH:20]=[CH:19][CH:18]=[CH:17]1 |f:3.4|. Procedure: A mixture of (6-{2-[2-(4-Fluoro-phenyl)-5-isopropyl-3-phenyl-4-phenylcarbamoyl-pyrrolidin-1-yl]-ethyl}-2-phenyl-[1,3,2]dioxaborinan-4-yl)-acetic acid tert-butyl ester (5 g, 0.007 mol), water (200 ml), methanol (200 ml) and calcium oxide (5.0 g, 0.09 mol) was stirred at 50-60° C. for 10 hours. After filtering the reaction mixture, the resulting clear filtrate was concentrated to about 150 ml and washed with methyl tert-butyl ether (50 ml). The aqueous layer was evaporated and the solid obtained w... Reactants: B(O)(O)C1=C(C=CC=C1)S(=O)(=O)N(COCCOC)C1=C(C(=NO1)C)C (2-Borono-N-(3,4-dimethyl-5-isoxazolyl)-N-[(2-methoxyethoxy)methyl]benzenesulfonamide), C1(=CC=CC=C1)C (toluene), C(=O)([O-])[O-].[Na+].[Na+] (Na2CO3), B(O)(O)C1=C(C=CC=C1)S(=O)(=O)N(COCCOC)C1=C(C(=NO1)C)C (2-Borono-N-(3,4-dimethyl-5-isoxazolyl)-N-[(2-methoxyethoxy)methyl]benzenesulfonamide). Solvent: CCO (EtOH). Run at temperature 85 celsius. Yields the product CC1=NOC(=C1C)N(S(=O)(=O)C1=C(C=CC=C1)C=1N(C2=CC=CC=C2C1)S(=O)(=O)C1=CC=CC=C1)COCCOC (N-(3,4-Dimethyl-5-isoxazolyl)-N-[(2-methoxyethoxy)methyl]-2-[1-(phenylsulfonyl)-1H-indol-2-yl]benzenesulfonamide). Yield: 19.0%. Reaction SMILES: B([C:4]1[CH:9]=[CH:8][CH:7]=[CH:6][C:5]=1[S:10]([N:13]([C:20]1[O:24][N:23]=[C:22]([CH3:25])[C:21]=1[CH3:26])[CH2:14][O:15][CH2:16][CH2:17][O:18][CH3:19])(=[O:12])=[O:11])(O)O.C([O-])([O-])=O.[Na+].[Na+].[C:33]1([CH3:39])[CH:38]=[CH:37][CH:36]=[CH:35][CH:34]=1>CCO>[CH3:25][C:22]1[C:21]([CH3:26])=[C:20]([N:13]([CH2:14][O:15][CH2:16][CH2:17][O:18][CH3:19])[S:10]([C:5]2[CH:6]=[CH:7][CH:8]=[CH:9][C:4]=2[C:14]2[N:13]([S:10]([C:5]3[CH:4]=[CH:9][CH:8]=[CH:7][CH:6]=3)(=[O:11])=[O:12])[C:38]3[C:33]([CH:39]=2)=[CH:34][CH:35]=[CH:36][CH:37]=3)(=[O:12])=[O:11])[O:24][N:23]=1 |f:1.2.3|. Procedure details: Tetrakis(triphenylphosphine)palladium(0) (230 mg; 10 mol %) was added to a degassed solution of the title product of Step (A) (766 mg; 2 mmol) and the title product of Step (B) (900 mg; 2.34 mmol) in 10 ml of toluene and 8.5 ml of EtOH under argon. After adding 7 ml of 2M Na2CO3, the heterogeneous mixture was heated to 85° C. for 5 hrs with vigorous stirring. At this time, an additional amount of the title product of Step (B) (100 mg; 0.26 mmol) was added and the mixture was heated an additional... Reactants: BrCC(C(=O)OCC)=O (ethyl bromopyruvate), C(=NC(=S)N)(N)N (2-imino-4-thiobiuret). The solvent is C(C)O (ethanol). Yields the product Br.N(C(=N)N)C=1SC=C(N1)C(=O)OCC (ethyl 2-guanidino-thiazole-4-carboxylate hydrobromide). RXN SMILES: [Br:1][CH2:2][C:3](=O)[C:4]([O:6][CH2:7][CH3:8])=[O:5].[C:10]([NH2:16])([NH2:15])=[N:11][C:12]([NH2:14])=[S:13]>C(O)C>[BrH:1].[NH:11]([C:12]1[S:13][CH:2]=[C:3]([C:4]([O:6][CH2:7][CH3:8])=[O:5])[N:14]=1)[C:10]([NH2:16])=[NH:15] |f:3.4|. Procedure: 13.9 ml of ethyl bromopyruvate are added to a solution of 11.81 g of 2-imino-4-thiobiuret (Aldrich) in 100 ml of ethanol and the reaction mixture is heated under reflux for 3 hours (J. Med. Chem. 34, 914-918 (1991)). Subsequently, the mixture is cooled to room temperature and the reaction product is precipitated by the addition of 550 ml of ethyl acetate and filtered off. There are obtained 14.6 g of yellowish ethyl 2-guanidino-thiazole-4-carboxylate hydrobromide. MS: 214 (M)+.